Dataset: the Open Reaction Database (ORD), a public repository of structured organic reaction records. Task: describe an organic reaction: reactants, conditions, products, and yield Reactants: ClCCl, Nc1ccc2c(c1)OCCO2, C1CCOC1, Cc1ccc(C#N)cc1. Yields the product Cc1ccc(C(=N)Nc2ccc3c(c2)OCCO3)cc1. Reaction SMILES: [Cl:21][CH2:22][Cl:23].[O:1]1[CH2:2][CH2:3][O:4][c:5]2[c:6]1[cH:7][cH:8][c:9]([NH2:11])[cH:10]2.[O:24]1[CH2:25][CH2:26][CH2:27][CH2:28]1.[c:12]1([CH3:20])[cH:13][cH:14][c:15]([C:18]#[N:19])[cH:16][cH:17]1>>[O:1]1[CH2:2][CH2:3][O:4][c:5]2[c:6]1[cH:7][cH:8][c:9]([NH:11][C:18]([c:15]1[cH:14][cH:13][c:12]([CH3:20])[cH:17][cH:16]1)=[NH:19])[cH:10]2. Starting materials: [Br-], CS(=O)(=O)c1ccc(C(CC2CCOCC2)c2ccc(-c3cc(C=O)ccn3)[nH]2)cc1, C[Mg+], CCOC(C)=O, C1CCOC1. Yields the product CC(O)c1ccnc(-c2ccc(C(CC3CCOCC3)c3ccc(S(C)(=O)=O)cc3)[nH]2)c1. Reaction SMILES: [Br-:32].[CH3:1][S:2](=[O:3])(=[O:4])[c:5]1[cH:6][cH:7][c:8]([CH:11]([CH2:12][CH:13]2[CH2:14][CH2:15][O:16][CH2:17][CH2:18]2)[c:19]2[cH:20][cH:21][c:22](-[c:24]3[n:25][cH:26][cH:27][c:28]([CH:30]=[O:31])[cH:29]3)[nH:23]2)[cH:9][cH:10]1.[CH3:33][Mg+:34].[CH3:40][CH2:41][O:42][C:43](=[O:44])[CH3:45].[O:35]1[CH2:36][CH2:37][CH2:38][CH2:39]1>>[CH3:1][S:2](=[O:3])(=[O:4])[c:5]1[cH:6][cH:7][c:8]([CH:11]([CH2:12][CH:13]2[CH2:14][CH2:15][O:16][CH2:17][CH2:18]2)[c:19]2[cH:20][cH:21][c:22](-[c:24]3[n:25][cH:26][cH:27][c:28]([CH:30]([OH:31])[CH3:33])[cH:29]3)[nH:23]2)[cH:9][cH:10]1. The reactants are CCOC(=O)c1cc2cc(Br)ccc2n1Cc1ccc(C)cc1, O=C([O-])[O-], OB(O)c1ccc(OC(F)(F)F)cc1, [K+], [K+], C1COCCO1, O, O. The product is CCOC(=O)c1cc2cc(-c3ccc(OC(F)(F)F)cc3)ccc2n1Cc1ccc(C)cc1. RXN SMILES: [Br:1][c:2]1[cH:3][c:4]2[cH:5][c:6]([C:19](=[O:20])[O:21][CH2:22][CH3:23])[n:7]([CH2:11][c:12]3[cH:13][cH:14][c:15]([CH3:18])[cH:16][cH:17]3)[c:8]2[cH:9][cH:10]1.[C:38](=[O:39])([O-:40])[O-:41].[F:24][C:25]([O:26][c:27]1[cH:28][cH:29][c:30]([B:33]([OH:34])[OH:35])[cH:31][cH:32]1)([F:36])[F:37].[K+:42].[K+:43].[O:45]1[CH2:46][CH2:47][O:48][CH2:49][CH2:50]1.[OH2:44].[OH2:51]>>[c:2]1(-[c:30]2[cH:29][cH:28][c:27]([O:26][C:25]([F:24])([F:36])[F:37])[cH:32][cH:31]2)[cH:3][c:4]2[cH:5][c:6]([C:19](=[O:20])[O:21][CH2:22][CH3:23])[n:7]([CH2:11][c:12]3[cH:13][cH:14][c:15]([CH3:18])[cH:16][cH:17]3)[c:8]2[cH:9][cH:10]1. The reactants are [O-]S(=O)S(=O)[O-].[Na+].[Na+] (Na2S2O4), C(C)(=O)OCC (ethyl acetate), BrC1=CC=C(C=C1)/C=C/C(=O)C1=CN=C2SC=CN21 (2-(4-Bromophenyl)-E-ethenylimidazo[2,1-b]thiazol-5-yl methanone), C([O-])(O)=O.[Na+] (sodium bicarbonate), Aliquot®336. Solvent: O (water), C1(=CC=CC=C1)C (toluene). Product: BrC1=CC=C(C=C1)CCC1=C(N2C(S1)=NC=C2C=O)C (2-(4-Bromophenylethyl)-3-methylimidazo[2,1-b]thiazol-5-yl methanone). RXN SMILES: [Br:1][C:2]1[CH:7]=[CH:6][C:5](/[CH:8]=[CH:9]/[C:10]([C:12]2[N:19]3[C:15]([S:16]C=C3)=[N:14][CH:13]=2)=O)=[CH:4][CH:3]=1.[O-]S(S([O-])=O)=O.[Na+].[Na+].[C:28](=O)(O)[O-].[Na+].C([O:36][CH2:37][CH3:38])(=O)C>C1(C)C=CC=CC=1.O>[Br:1][C:2]1[CH:3]=[CH:4][C:5]([CH2:8][CH2:9][C:10]2[S:16][C:15]3=[N:14][CH:13]=[C:38]([CH:37]=[O:36])[N:19]3[C:12]=2[CH3:28])=[CH:6][CH:7]=1 |f:1.2.3,4.5|. Reported procedure: A solution of 2-(4-Bromophenyl)-E-ethenylimidazo[2,1-b]thiazol-5-yl methanone (Formula B-9) (1.04 g) in toluene (160 mL) was treated with a solution prepared by dissolving Na2S2O4 (14.4 g) in water (220 mL), adding sodium bicarbonate (15.6 g) and Aliquot®336 (0.41 mL). The vigorously stirred suspension was heated at 100° for 85 hours, diluted with ethyl acetate and partitioned. The extract was washed with saline solutions, dried and evaporated to a viscous residue. The residue was chromatographe... Starting materials: C(C)OC(C(\C=C(\CP(=O)(O)O)/C)NCC1=CC=CC=C1)=O (E-2-benzylamino-4-methyl-5-phosphono-3-pentenoic acid ethyl ester). Run in O (water). Product: C(C1=CC=CC=C1)NC(C(=O)O)\C=C(\CP(=O)(O)O)/C (E-2-benzylamino-4-methyl-5-phosphono-3-pentenoic acid). RXN SMILES: C([O:3][C:4](=[O:22])[CH:5]([NH:14][CH2:15][C:16]1[CH:21]=[CH:20][CH:19]=[CH:18][CH:17]=1)/[CH:6]=[C:7](\[CH3:13])/[CH2:8][P:9]([OH:12])([OH:11])=[O:10])C>O>[CH2:15]([NH:14][CH:5](/[CH:6]=[C:7](\[CH3:13])/[CH2:8][P:9]([OH:11])([OH:12])=[O:10])[C:4]([OH:22])=[O:3])[C:16]1[CH:21]=[CH:20][CH:19]=[CH:18][CH:17]=1. Reported procedure: A solution of 1.00 g of E-2-benzylamino-4-methyl-5-phosphono-3-pentenoic acid ethyl ester in 6 ml of water is stirred under reflux for 20 hours. The reaction mixture is concentrated to dryness by evaporation in vacuo. Ethanol is added to the residue, and the mixture is again concentrated by evaporation. This process is repeated twice more. The residue is dissolvedin boiling methanol. After cooling there is obtained crystalline E-2-benzylamino-4-methyl-5-phosphono-3-pentenoic acid, m.p. 150° (dec...